From a dataset of the Open Reaction Database (ORD), a public repository of structured organic reaction records. describe an organic reaction: reactants, conditions, products, and yield Starting materials: C(#N)C1=CC=C(C=C1)C=1N=C2N(C(=CC=C2)C(=O)OC)C1\C=C\OCC (Methyl 2-(4-cyanophenyl)-3-[(E)-2-ethoxyvinyl]imidazo[1,2-a]pyridine-5-carboxylate). The reagents and catalysts are [Hg](OC(=O)C)OC(=O)C (Hg(OAc)2). The solvent is C1CCOC1.O (THF H2O). Conditions: temperature 50 celsius, time 3 hour. Yields the product C(#N)C1=CC=C(C=C1)C=1N=C2N(C(=CC=C2)C(=O)OC)C1CC=O (methyl 2-(4-cyanophenyl)-3-(2-oxoethyl)imidazo[1,2-a]pyridine-5-carboxylate). As a reaction SMILES: [C:1]([C:3]1[CH:8]=[CH:7][C:6]([C:9]2[N:10]=[C:11]3[CH:16]=[CH:15][CH:14]=[C:13]([C:17]([O:19][CH3:20])=[O:18])[N:12]3[C:21]=2/[CH:22]=[CH:23]/[O:24]CC)=[CH:5][CH:4]=1)#[N:2]>C1COCC1.O.[Hg](OC(C)=O)OC(C)=O>[C:1]([C:3]1[CH:8]=[CH:7][C:6]([C:9]2[N:10]=[C:11]3[CH:16]=[CH:15][CH:14]=[C:13]([C:17]([O:19][CH3:20])=[O:18])[N:12]3[C:21]=2[CH2:22][CH:23]=[O:24])=[CH:5][CH:4]=1)#[N:2] |f:1.2|. Procedure details: A stirred solution of (A4) in a mixture of THF/H2O 9:1 (0.2 M) was treated with Hg(OAc)2 (1.5 eq.). After the reaction mixture was stirred at 50° C. for 3 h, freshly prepared sat. aq. KI was added and stirring was continued at RT for 10 min. Then, the reaction mixture was extracted with EtOAc, washed with sat. aq. Na2S2O4 and dried (Na2SO4). Evaporation of the solvent gave methyl 2-(4-cyanophenyl)-3-(2-oxoethyl)imidazo[1,2-a]pyridine-5-carboxylate which was used in the next step without further ... The reactants are BrCCCCl (1-bromo-3-chloropropane), resultant mixture, [H-].[Na+] (sodium hydride), ClC1=C2CCC(NC2=CC=C1)=O (5-chloro-3,4-dihydrocarbostyril), resultant mixture. The solvent is CN(C)C=O (DMF). The product is ClC1=C2CCC(N(C2=CC=C1)CCCCl)=O (5-chloro-1-(3-chloropropyl)-3,4-dihydrocarbostyril). Reaction SMILES: [H-].[Na+].[Cl:3][C:4]1[CH:13]=[CH:12][CH:11]=[C:10]2[C:5]=1[CH2:6][CH2:7][C:8](=[O:14])[NH:9]2.Br[CH2:16][CH2:17][CH2:18][Cl:19]>CN(C=O)C>[Cl:3][C:4]1[CH:13]=[CH:12][CH:11]=[C:10]2[C:5]=1[CH2:6][CH2:7][C:8](=[O:14])[N:9]2[CH2:16][CH2:17][CH2:18][Cl:19] |f:0.1|. Procedure: In the same manner as in Reference Example 1, 60% sodium hydride in oil was added portionwise to a solution of 5-chloro-3,4-dihydrocarbostyril in DMF, the resultant mixture was stirred for 30 minutes, 1-bromo-3-chloropropane was then added, and the resultant mixture was further stirred at 80°-90° C. for 8 hours. The DMF was distilled off under reduced pressure, and the residue was extracted with chloroform. The extract was washed with water and dried (anhydrous magnesium sulfate), the chloroform... Starting materials: CC=1N=NC=CC1 (3-methyl pyridazine), C(C)=O (acetaldehyde), C(C)(C)NC(C)C (Diisopropylamine), C(CCC)[Li] (n-butyl lithium), [Cl-].[NH4+] (ammonium chloride). The solvent is O1CCCC1 (tetrahydrofuran), CCCCCC (hexane), O1CCCC1 (tetrahydrofuran). Reaction conditions: temperature -70 celsius, time 30 minute. Yields the product N1=NC(=CC=C1)CC(C)O (1-(3-Pyridazinyl)-2-propanol). Isolated yield 18.7%. Reaction SMILES: C(NC(C)C)(C)C.C([Li])CCC.[CH3:13][C:14]1[N:15]=[N:16][CH:17]=[CH:18][CH:19]=1.[CH:20](=[O:22])[CH3:21].[Cl-].[NH4+]>O1CCCC1.CCCCCC>[N:16]1[CH:17]=[CH:18][CH:19]=[C:14]([CH2:13][CH:20]([OH:22])[CH3:21])[N:15]=1 |f:4.5|. Procedure: Diisopropylamine (8.52 ml) was dissolved in tetrahydrofuran (100 ml). To the solution was added dropwise, at 0° C., n-butyl lithium (a 1.64M hexane solution, 36.6 ml). The mixture was stirred for 30 minutes at the same temperature. The reaction mixture was cooled to −70° C., to which was added dropwise a solution of 3-methyl pyridazine (4.71 g) in tetrahydrofuran (10 ml). The mixture was stirred for 30 minutes at the same temperature, to which then added acetaldehyde (2.45 g). The mixture was wo... Starting materials: C1CCOC1, COC(=O)C(C)Br, COc1ccc2c(c1)CCC2=O, [Zn]. Product: COC(=O)C(C)C1=CCc2cc(OC)ccc21. RXN SMILES: [CH2:20]1[O:21][CH2:22][CH2:23][CH2:24]1.[CH3:13][O:14][C:15]([CH:16]([CH3:17])[Br:18])=[O:19].[CH3:1][O:2][c:3]1[cH:4][c:5]2[c:9]([cH:10][cH:11]1)[C:8](=[O:12])[CH2:7][CH2:6]2.[Zn:25]>>[CH3:1][O:2][c:3]1[cH:4][c:5]2[c:9]([cH:10][cH:11]1)[C:8]([CH:16]([C:15]([O:14][CH3:13])=[O:19])[CH3:17])=[CH:7][CH2:6]2. Reactants: [N+](=O)([O-])C1=CC=C(C=C1)C=1SC=CN1 (2-(4-nitrophenyl)-thiazole), [OH-].[Na+] (sodium hydroxide). Reagents/catalysts: [Fe] (Iron). Run in O (water), C(C)(=O)O (acetic acid). Reaction conditions: time 2 hour. Yields the product S1C(=NC=C1)C1=CC=C(C=C1)N (4-thiazol-2-yl-phenylamine). Isolated yield 87.7%. As a reaction SMILES: [N+:1]([C:4]1[CH:9]=[CH:8][C:7]([C:10]2[S:11][CH:12]=[CH:13][N:14]=2)=[CH:6][CH:5]=1)([O-])=O.[OH-].[Na+]>C(O)(=O)C.O.[Fe]>[S:11]1[CH:12]=[CH:13][N:14]=[C:10]1[C:7]1[CH:8]=[CH:9][C:4]([NH2:1])=[CH:5][CH:6]=1 |f:1.2|. Procedure details: Iron powder (0.5 g, 8.92 mmol) was added portion wise to a solution of 2-(4-nitrophenyl)-thiazole (200 mg, 0.97 mmol) in acetic acid (5 ml) and stirred at room temperature for 2 hr. The reaction mixture was diluted with water, basified with dilute sodium hydroxide, filtered and the filtrate was extracted with ethyl acetate. The organic layer was washed with water, brine and dried. Evaporation of the solvent yielded 4-thiazol-2-yl-phenylamine (150 mg, 88%) as solid. The reactants are S(O)(O)(=O)=O (sulfuric acid), BrC=1C=C(C#N)C=CC1 (3-bromobenzonitrile), C(C)(C)OB(OC(C)C)OC(C)C (triisopropoxyborane), CCCCCC.C(CCC)[Li] (n-butyllithium hexane), [OH-].[Na+] (sodium hydroxide). Run in C1CCOC1 (THF). Conditions: temperature -78 celsius. The product is OB(C1=CC(=CC=C1)C#N)O (Dihydroxy-(3-cyanophenyl)borane). Yield: 72.0%. RXN SMILES: Br[C:2]1[CH:3]=[C:4]([CH:7]=[CH:8][CH:9]=1)[C:5]#[N:6].C([O:13][B:14](OC(C)C)[O:15]C(C)C)(C)C.CCCCCC.C([Li])CCC.S(=O)(=O)(O)O.[OH-].[Na+]>C1COCC1>[OH:13][B:14]([OH:15])[C:2]1[CH:9]=[CH:8][CH:7]=[C:4]([C:5]#[N:6])[CH:3]=1 |f:2.3,5.6|. Reported procedure: 20 g of 3-bromobenzonitrile was dissolved in 100 ml of dry THF and, under a nitrogen atmosphere, 37.6 ml of triisopropoxyborane was added. This solution was cooled to −78° C., and 98.3 ml of 1.6M n-butyllithium hexane solution was dropped for 30 min. with stirring. After stirring at room temperature for 30 min., it was cooled to 0° C., 220 ml of 4M sulfuric acid was added. This solution was refluxed with heating overnight, and then cooled to 0° C. again. 340 ml of 5M sodium hydroxide was added, ... Reactants: O (water), CS(=O)(=O)C=1C=C(C=CC1)B(O)O ((3-methylsulfonylphenyl) boronic acid), C([O-])([O-])=O.[K+].[K+] (potassium carbonate), C1(=CC=CC=C1)S(=O)(=O)N1CC(N(C(C1)C1=CC(=CC=C1)Br)C1=CC=CC=C1)=O (4-benzenesulfonyl-6-(3-bromo-phenyl)-1-phenyl-piperazin-2-one), CS(=O)(=O)C=1C=C(C=CC1)B(O)O ((3-methylsulfonylphenyl) boronic acid), C([O-])([O-])=O.[K+].[K+] (potassium carbonate). Reagents/catalysts: C=1C=CC(=CC1)[P](C=2C=CC=CC2)(C=3C=CC=CC3)[Pd]([P](C=4C=CC=CC4)(C=5C=CC=CC5)C=6C=CC=CC6)([P](C=7C=CC=CC7)(C=8C=CC=CC8)C=9C=CC=CC9)[P](C=1C=CC=CC1)(C=1C=CC=CC1)C=1C=CC=CC1 (tetrakis(triphenylphosphine)palladium(0)), C=1C=CC(=CC1)[P](C=2C=CC=CC2)(C=3C=CC=CC3)[Pd]([P](C=4C=CC=CC4)(C=5C=CC=CC5)C=6C=CC=CC6)([P](C=7C=CC=CC7)(C=8C=CC=CC8)C=9C=CC=CC9)[P](C=1C=CC=CC1)(C=1C=CC=CC1)C=1C=CC=CC1 (tetrakis(triphenylphosphine)palladium(0)). The solvent is C(C)(=O)OCC (ethyl acetate), COCCOC (1,2-dimethoxyethane). Conditions: temperature 80 celsius, time 8 hour. Yields the product C1(=CC=CC=C1)S(=O)(=O)N1CC(N(C(C1)C=1C=C(C=CC1)C1=CC(=CC=C1)S(=O)(=O)C)C1=CC=CC=C1)=O (4-benzenesulfonyl-6-(3′-methanesulfonyl-biphenyl-3-yl)-1-phenyl-piperazin-2-one). Yield: 50.0%. RXN SMILES: [C:1]1([S:7]([N:10]2[CH2:15][CH:14]([C:16]3[CH:21]=[CH:20][CH:19]=[C:18](Br)[CH:17]=3)[N:13]([C:23]3[CH:28]=[CH:27][CH:26]=[CH:25][CH:24]=3)[C:12](=[O:29])[CH2:11]2)(=[O:9])=[O:8])[CH:6]=[CH:5][CH:4]=[CH:3][CH:2]=1.[CH3:30][S:31]([C:34]1[CH:35]=[C:36](B(O)O)[CH:37]=[CH:38][CH:39]=1)(=[O:33])=[O:32].C(=O)([O-])[O-].[K+].[K+].O>COCCOC.C1C=CC([P]([Pd]([P](C2C=CC=CC=2)(C2C=CC=CC=2)C2C=CC=CC=2)([P](C2C=CC=CC=2)(C2C=CC=CC=2)C2C=CC=CC=2)[P](C2C=CC=CC=2)(C2C=CC=CC=2)C2C=CC=CC=2)(C2C=CC=CC=2)C2C=CC=CC=2)=CC=1.C(OCC)(=O)C>[C:1]1([S:7]([N:10]2[CH2:15][CH:14]([C:16]3[CH:17]=[C:18]([C:38]4[CH:37]=[CH:36][CH:35]=[C:34]([S:31]([CH3:30])(=[O:33])=[O:32])[CH:39]=4)[CH:19]=[CH:20][CH:21]=3)[N:13]([C:23]3[CH:28]=[CH:27][CH:26]=[CH:25][CH:24]=3)[C:12](=[O:29])[CH2:11]2)(=[O:9])=[O:8])[CH:6]=[CH:5][CH:4]=[CH:3][CH:2]=1 |f:2.3.4,^1:59,61,80,99|. Procedure: To a solution of 4-benzenesulfonyl-6-(3-bromo-phenyl)-1-phenyl-piperazin-2-one (100 mg), (3-methylsulfonylphenyl) boronic acid (46.7 mg) and tetrakis(triphenylphosphine)palladium(0) (24.5 mg) in 1,2-dimethoxyethane (2mL) was added potassium carbonate (73.3 mg). The reaction mixture was stirred at 80° C. overnight. Additional amounts of (3-methylsulfonylphenyl) boronic acid (21 mg), potassium carbonate (58.6 mg) and tetrakis(triphenylphosphine)palladium(0) (24.5 mg) were added and stirring was co...